From a dataset of the Open Reaction Database (ORD), a public repository of structured organic reaction records. describe an organic reaction: reactants, conditions, products, and yield The reactants are CC1(CC(CCC1)=O)C (3,3-dimethylcyclohexanone), CC1CC(=O)CC(C1)(C)C (dihydroisophorone). Product: C1=CC=C(C(=C1)C2=CC(=CC=C2)O)O (diphenol). RXN SMILES: C[C:2]1([CH3:9])[CH2:7][CH2:6][CH2:5][C:4](=[O:8])[CH2:3]1.C[CH:11]1[CH2:17][C:16](C)(C)C[C:13](=[O:14])[CH2:12]1>>[CH:17]1[CH:16]=[C:9]([C:2]2[CH:7]=[CH:6][CH:5]=[C:4]([OH:8])[CH:3]=2)[C:13]([OH:14])=[CH:12][CH:11]=1. Reported procedure: Following the same procedure as in Example A.2 3 mol of 3,3-dimethylcyclohexanone are used instead of 3 mol of dihydroisophorone. The product had a melting point of 190°-201° C. As a reaction SMILES: [CH:1](=O)[CH2:2][CH3:3].[O:5]=[C:6]([CH3:19])[CH2:7][C:8]([O:10][CH2:11][CH2:12][O:13][C:14](=[O:18])[C:15]([CH3:17])=[CH2:16])=[O:9].N1CCCCC1.Cl>O>[C:6]([C:7](=[CH:1][CH2:2][CH3:3])[C:8]([O:10][CH2:11][CH2:12][O:13][C:14](=[O:18])[C:15]([CH3:17])=[CH2:16])=[O:9])(=[O:5])[CH3:19]. Run at temperature 0 celsius, time 1 minute. Procedure details: To a magnetically stirred, 1000 mL, round bottom flask were added 200 mL of propionaldehyde and 587 mL 2-(methacryloyloxy)ethyl 3-oxobutanoate. The reaction mixture was cooled to 0° C., in an ice bath, and then 3 to 5 mL of piperidine was added dropwise over one minute. The mixture was stirred at 0° C., for 2 hours, and then allowed to warm to room temperature over the course of 2-2.5 hours. To the reaction mixture was slowly added 30 mL of 3N HCl, over about one minute, to neutralize the piperd... The reactants are Cl (HCl), C(CC)=O (propionaldehyde), O=C(CC(=O)OCCOC(C(=C)C)=O)C (2-(methacryloyloxy)ethyl 3-oxobutanoate), N1CCCCC1 (piperdine), N1CCCCC1 (piperidine). The solvent is O (water). The product is C(C)(=O)C(C(=O)OCCOC(C(=C)C)=O)=CCC (2-(methacryloyloxy)ethyl 2-acetylpent-2-enoate). Reactants: CS(C)=O, CCN(C(C)C)C(C)C, O=[N+]([O-])c1ccc(Cl)cc1F. Product: Nc1cc(Cl)ccc1[N+](=O)[O-]. Reaction SMILES: [CH3:21][S:22]([CH3:23])=[O:24].[CH:1]([N:4]([CH2:2][CH3:3])[CH:5]([CH3:6])[CH3:7])([CH3:8])[CH3:9].[Cl:10][c:11]1[cH:12][c:13]([F:20])[c:14]([N+:17](=[O:18])[O-:19])[cH:15][cH:16]1>>[NH2:4][c:13]1[cH:12][c:11]([Cl:10])[cH:16][cH:15][c:14]1[N+:17](=[O:18])[O-:19]. Reactants: FC=1C=C2C=C(COC2=CC1)C#N (6-fluoro-2H-chromene-3-carbonitrile). Reagents/catalysts: [Ni] (Ra—Ni). Run in N (NH3), CO (MeOH). Conditions: time 10 hour. Product: FC=1C=C2CC(COC2=CC1)CN ((6-fluorochroman-3-yl)methanamine). As a reaction SMILES: [F:1][C:2]1[CH:3]=[C:4]2[C:9](=[CH:10][CH:11]=1)[O:8][CH2:7][C:6]([C:12]#[N:13])=[CH:5]2>N.CO.[Ni]>[F:1][C:2]1[CH:3]=[C:4]2[C:9](=[CH:10][CH:11]=1)[O:8][CH2:7][CH:6]([CH2:12][NH2:13])[CH2:5]2. Procedure: To a solution of Example 28A (780 mg, 4.45 mmol) in 7M NH3 in MeOH (5.00 mL) was added to Ra—Ni 2800 water slurry (1.56 g, 26.6 mmol) in a 50 mL pressure bottle. The reaction mixture was and stirred for 10 hours at 30 psi at ambient temperature. After 3 hours, the solution was filtered and concentrated. The resulting residue was purified by silica gel chromatography (gradient elution: 1-15% MeOH/CH2Cl2 with 1% NH4OH) to provide the title compound. MS (DCI+) m/z 182 (M+H)+. The reactants are CN1Cc2cc(B3OC(C)(C)C(C)(C)O3)ccc2C(c2ccc3ccccc3c2)C1, Clc1ccc(Cl)nn1, CN1Cc2cc(OS(=O)(=O)C(F)(F)F)ccc2C(c2ccc3ccccc3c2)C1, [Na+], [Na+], O=C([O-])[O-], CN(C)C=O. Yields the product CN1Cc2cc(-c3ccc(Cl)nn3)ccc2C(c2ccc3ccccc3c2)C1. As a reaction SMILES: [CH3:1][N:2]1[CH2:3][c:4]2[cH:5][c:6]([B:22]3[O:23][C:24]([CH3:25])([CH3:26])[C:27]([CH3:28])([CH3:29])[O:30]3)[cH:7][cH:8][c:9]2[CH:10]([c:12]2[cH:13][c:14]3[cH:15][cH:16][cH:17][cH:18][c:19]3[cH:20][cH:21]2)[CH2:11]1.[Cl:60][c:61]1[n:62][n:63][c:64]([Cl:67])[cH:65][cH:66]1.[F:31][C:32]([F:33])([F:34])[S:35]([O:36][c:37]1[cH:38][c:39]2[c:40]([cH:56][cH:57]1)[CH:41]([c:42]1[cH:43][cH:44][c:45]3[c:46]([cH:47][cH:48][cH:49][cH:50]3)[cH:51]1)[CH2:52][N:53]([CH3:54])[CH2:55]2)(=[O:58])=[O:59].[Na+:68].[Na+:69].[O-:70][C:71](=[O:72])[O-:73].[O:74]=[CH:75][N:76]([CH3:77])[CH3:78]>>[CH3:1][N:2]1[CH2:3][c:4]2[cH:5][c:6](-[c:64]3[n:63][n:62][c:61]([Cl:60])[cH:66][cH:65]3)[cH:7][cH:8][c:9]2[CH:10]([c:12]2[cH:13][c:14]3[cH:15][cH:16][cH:17][cH:18][c:19]3[cH:20][cH:21]2)[CH2:11]1. Starting materials: C1(=CC=CC2=CC=CC=C12)O (1-naphthol), ClCC[C@H](O)C1=CC=CC=C1 ((S)-(-)-3-chloro-1-phenyl-1-propanol), O (water), [H-].[Na+] (sodium hydride). Run in CN(C)C=O (DMF), CN(C)C=O (DMF), CN(C)C=O (DMF). Run at temperature 5 celsius, time 2 hour. Product: C1(=CC=CC2=CC=CC=C12)OCC[C@H](O)C1=CC=CC=C1 ((S)-(+)-3-(1-naphthalenyloxy)-1-phenyl-1-propanol). Yield: 54.0%. As a reaction SMILES: [H-].[Na+].[C:3]1([OH:13])[C:12]2[C:7](=[CH:8][CH:9]=[CH:10][CH:11]=2)[CH:6]=[CH:5][CH:4]=1.Cl[CH2:15][CH2:16][C@@H:17]([C:19]1[CH:24]=[CH:23][CH:22]=[CH:21][CH:20]=1)[OH:18].O>CN(C=O)C>[C:3]1([O:13][CH2:15][CH2:16][C@@H:17]([C:19]2[CH:24]=[CH:23][CH:22]=[CH:21][CH:20]=2)[OH:18])[C:12]2[C:7](=[CH:8][CH:9]=[CH:10][CH:11]=2)[CH:6]=[CH:5][CH:4]=1 |f:0.1|. Procedure: To a mixture of 8 ml of DMF and 0.44 g of 60% sodium hydride in mineral oil at 5° C. in an ice bath was added dropwise a solution of 1.44 g of 1-naphthol in 8 ml of DMF. The reaction mixture was stirred at 5° C. for two hours and a solution of 1.71 g of (S)-(-)-3-chloro-1-phenyl-1-propanol in 5 ml of DMF was added. After stirring overnight at room temperature, the reaction mixture was poured into 150 ml of water and extracted with ethyl acetate (3×50 ml). The combined extracts were combined and ... The reactants are BrC1=CC2=C(C=3C(NC(=NC3CC2)NC(C(C)(C)C)=O)=O)C=C1[N+](=O)[O-] (N-(8-Bromo-1,2,5,6-tetrahydro-9-nitro-1-oxobenzo[f]quinazolin-3-yl)pivalamide), BrN1C(CCC1=O)=O (N-bromosuccinimide), N1=CC=CC=C1 (pyridine). Run in C1=CC=CC=C1 (benzene). Yields the product BrC1=CC2=C(C=3C(NC(=NC3C=C2)NC(C(C)(C)C)=O)=O)C=C1[N+](=O)[O-] (N-(8-Bromo-1,2-dihydro-9-nitro-1-oxobenzo[f]quinazolin-3-yl)pivalamide). Reaction SMILES: [Br:1][C:2]1[C:23]([N+:24]([O-:26])=[O:25])=[CH:22][C:5]2[C:6]3[C:7](=[O:21])[NH:8][C:9]([NH:14][C:15](=[O:20])[C:16]([CH3:19])([CH3:18])[CH3:17])=[N:10][C:11]=3[CH2:12][CH2:13][C:4]=2[CH:3]=1.BrN1C(=O)CCC1=O.N1C=CC=CC=1>C1C=CC=CC=1>[Br:1][C:2]1[C:23]([N+:24]([O-:26])=[O:25])=[CH:22][C:5]2[C:6]3[C:7](=[O:21])[NH:8][C:9]([NH:14][C:15](=[O:20])[C:16]([CH3:18])([CH3:19])[CH3:17])=[N:10][C:11]=3[CH:12]=[CH:13][C:4]=2[CH:3]=1. Procedure details: N-(8-Bromo-1,2,5,6-tetrahydro-9-nitro-1-oxobenzo[f]quinazolin-3-yl)pivalamide (0.23 g, 0.5 mmole) was reacted with N-bromosuccinimide (0.12 g, 0.7 mmole) and pyridine (0.06 ml, 0.8 mmole) in dry benzene (150 ml) in the same manner as in example 2. The crude product was purified by trituration with methanol:water (1:9), followed by filtration and washing (water and methanol) to give, after drying, N-(8-bromo-1,2-dihydro-9-nitro-1-oxobenzo[f]quinazolin-3-yl)pivalamide as a pale yellow solid. (0.20...